This data is from the Open Reaction Database (ORD), a public repository of structured organic reaction records. The task is: describe an organic reaction: reactants, conditions, products, and yield Reactants: C(C)(C)(C)OC(=O)N1CC2=C(CC1)C=CO2 (6-(t-butoxycarbonyl)-4,5,6,7-tetrahydrofuro[2,3-c]pyridine), Cl (hydrochloride), C=O (formaldehyde), aqueous solution, C(C)(=O)O[BH-](OC(C)=O)OC(C)=O.[Na+] (sodium triacetoxyborohydride), C([O-])(O)=O.[Na+] (sodium bicarbonate). The solvent is C(C)O (ethanol), C(Cl)Cl (methylene chloride), C(C)(=O)O (acetic acid), C(C)N(CC)CC (triethylamine), CO (methanol), C(Cl)Cl (methylene chloride). Reaction conditions: time 2 hour. Product: CN1CC2=C(CC1)C=CO2 (6-Methyl-4,5,6,7-tetrahydrofuro[2,3-c]pyridine). As a reaction SMILES: C(O[C:6]([N:8]1[CH2:13][CH2:12][C:11]2[CH:14]=[CH:15][O:16][C:10]=2[CH2:9]1)=O)(C)(C)C.Cl.C=O.C(O[BH-](OC(=O)C)OC(=O)C)(=O)C.[Na+].C(=O)(O)[O-].[Na+]>C(O)C.C(Cl)Cl.C(O)(=O)C.C(N(CC)CC)C.CO>[CH3:6][N:8]1[CH2:13][CH2:12][C:11]2[CH:14]=[CH:15][O:16][C:10]=2[CH2:9]1 |f:3.4,5.6|. Procedure details: To 6-(t-butoxycarbonyl)-4,5,6,7-tetrahydrofuro[2,3-c]pyridine (1.05 g), a saturated solution of hydrochloride in ethanol (30 ml) was added at room temperature. After stirring for 2 hours, the reaction mixture was concentrated. The residue thus obtained was suspended in methylene chloride (20 ml), followed by the addition of methanol (20 ml), triethylamine (1.31 ml), acetic acid (810 μl), formaldehyde (a 37% aqueous solution, 610 μl) and sodium triacetoxyborohydride (1.51 g) at room temperature. ... The reactants are FC1=CC=C(C=C1)C(C(=O)O)C (2-(4-fluorophenyl)propanoic acid), NCCCN1CCC(CC1)C=1C=C(C=CC1)NC(CC)=O (N-{3-[1-(3-aminopropyl)-4-piperidinyl]phenyl}propanamide). The product is FC1=CC=C(C=C1)C(C(=O)NCCCN1CCC(CC1)C1=CC(=CC=C1)NC(CC)=O)C (2-(4-FLUOROPHENYL)-N-(3-{4-[3-(PROPIONYLAMINO)PHENYL]-1-PIPERIDINYL}PROPYL)PROPANAMIDE). Reaction SMILES: [F:1][C:2]1[CH:7]=[CH:6][C:5]([CH:8]([CH3:12])[C:9]([OH:11])=O)=[CH:4][CH:3]=1.[NH2:13][CH2:14][CH2:15][CH2:16][N:17]1[CH2:22][CH2:21][CH:20]([C:23]2[CH:24]=[C:25]([NH:29][C:30](=[O:33])[CH2:31][CH3:32])[CH:26]=[CH:27][CH:28]=2)[CH2:19][CH2:18]1>>[F:1][C:2]1[CH:3]=[CH:4][C:5]([CH:8]([CH3:12])[C:9]([NH:13][CH2:14][CH2:15][CH2:16][N:17]2[CH2:22][CH2:21][CH:20]([C:23]3[CH:28]=[CH:27][CH:26]=[C:25]([NH:29][C:30](=[O:33])[CH2:31][CH3:32])[CH:24]=3)[CH2:19][CH2:18]2)=[O:11])=[CH:6][CH:7]=1. Procedure: Example 64 was prepared from 2-(4-fluorophenyl)propanoic acid and N-{3-[1-(3-aminopropyl)-4-piperidinyl]phenyl}propanamide according to the procedures described in Scheme 10: ESMS m/e: 440.4 (M+H)+.